From a dataset of the Open Reaction Database (ORD), a public repository of structured organic reaction records. describe an organic reaction: reactants, conditions, products, and yield Starting materials: NC1=NC(=CC(=N1)C1=CC(=C(C#N)C=C1)F)N1C[C@@H](CCC1)N (4-{2-amino-6-[(3R)-3-amino-1-piperidinyl]-4-pyrimidinyl}-2-fluorobenzonitrile), C(=O)([O-])[O-].[Cs+].[Cs+] (Cs2CO3), C(=O)([O-])[O-].[Cs+].[Cs+] (Cs2CO3), C(=O)(O)[O-].[Na+] (NaHCO3), C(CCl)OC(=O)Cl (2-chloroethyl chloridocarbonate). Run in C1CCOC1 (THF), O (water), O (water). Reaction conditions: time 5 minute. Product: NC1=NC(=CC(=N1)C1=CC(=C(C#N)C=C1)F)N1C[C@@H](CCC1)N1C(OCC1)=O (4-{2-amino-6-[(3R)-3-(2-oxo-1,3-oxazolidin-3-yl)-1-piperidinyl]-4-pyrimidinyl}-2-fluorobenzonitrile). The yield is 83.5%. Reaction SMILES: [NH2:1][C:2]1[N:7]=[C:6]([C:8]2[CH:15]=[CH:14][C:11]([C:12]#[N:13])=[C:10]([F:16])[CH:9]=2)[CH:5]=[C:4]([N:17]2[CH2:22][CH2:21][CH2:20][C@@H:19]([NH2:23])[CH2:18]2)[N:3]=1.C([O-])(O)=O.[Na+].[CH2:29]([O:32][C:33](Cl)=[O:34])[CH2:30]Cl.C([O-])([O-])=O.[Cs+].[Cs+]>O.C1COCC1>[NH2:1][C:2]1[N:7]=[C:6]([C:8]2[CH:15]=[CH:14][C:11]([C:12]#[N:13])=[C:10]([F:16])[CH:9]=2)[CH:5]=[C:4]([N:17]2[CH2:22][CH2:21][CH2:20][C@@H:19]([N:23]3[CH2:30][CH2:29][O:32][C:33]3=[O:34])[CH2:18]2)[N:3]=1 |f:1.2,4.5.6|. Reported procedure: Into a 40 mL vial was added 4-{2-amino-6-[(3R)-3-amino-1-piperidinyl]-4-pyrimidinyl}-2-fluorobenzonitrile (100 mg, 0.260 mmol) followed by THF (3 mL) and saturated NaHCO3 (1.5 mL), and the resulting mixture was stirred for 5 minutes. Then 2-chloroethyl chloridocarbonate (0.032 mL, 0.311 mmol) was added, and the reaction mixture was capped and stirred at room temperature overnight. The reaction was then diluted with 5 mL of water and extracted with EtOAc (3×10 mL). The organic was combined and wa... Starting materials: C(C)N1C(=C(C2=CC=CC=C12)C(=O)C1=C(C(=O)O)C=C(C=C1)[N+](=O)[O-])C (2-[(1-ethyl-2-methyl-3-indolyl)carbonyl]-5-nitrobenzoic acid), CN(C1=CC(=CC=C1)N(C)C)C (N,N,N',N'-tetramethyl-m-phenylenediamine). Run in C(C)(=O)OC(C)=O (acetic anhydride). Reaction conditions: temperature 90 celsius. Yields the product CN(C1=C(C=CC(=C1)N(C)C)C1(OC(=O)C2=CC(=CC=C12)[N+](=O)[O-])C1=C(N(C2=CC=CC=C12)CC)C)C (3-[2,4-bis(dimethylamino)phenyl]-3-(1-ethyl-2-methyl-3-indolyl)-6-nitrophthalide). The yield is 76.2%. RXN SMILES: [CH2:1]([N:3]1[C:11]2[C:6](=[CH:7][CH:8]=[CH:9][CH:10]=2)[C:5]([C:12]([C:14]2[CH:22]=[CH:21][C:20]([N+:23]([O-:25])=[O:24])=[CH:19][C:15]=2[C:16]([OH:18])=[O:17])=O)=[C:4]1[CH3:26])[CH3:2].[CH3:27][N:28]([CH3:38])[C:29]1[CH:34]=[CH:33][CH:32]=[C:31]([N:35]([CH3:37])[CH3:36])[CH:30]=1>C(OC(=O)C)(=O)C>[CH3:36][N:35]([CH3:37])[C:31]1[CH:30]=[C:29]([N:28]([CH3:38])[CH3:27])[CH:34]=[CH:33][C:32]=1[C:12]1([C:5]2[C:6]3[C:11](=[CH:10][CH:9]=[CH:8][CH:7]=3)[N:3]([CH2:1][CH3:2])[C:4]=2[CH3:26])[C:14]2[C:15](=[CH:19][C:20]([N+:23]([O-:25])=[O:24])=[CH:21][CH:22]=2)[C:16](=[O:18])[O:17]1. Procedure: A mixture of 3.68 g (0.01 mole) of 2-[(1-ethyl-2-methyl-3-indolyl)carbonyl]-5-nitrobenzoic acid, prepared as described in part A above, and 2.0 g (0.012 mole) of N,N,N',N'-tetramethyl-m-phenylenediamine in 10.0 ml of acetic anhydride was heated at 90° C. for one hour and then allowed to cool to 25° C. The solid which separated was collected by filtration, washed with diethylether and dried to obtain 3.8 g of 3-[2,4-bis(dimethylamino)phenyl]-3-(1-ethyl-2-methyl-3-indolyl)-6-nitrophthalide (Formul... Reactants: C=CCN, CCO, O=C(O)C1COc2ccccc2O1. Product: C=CCNC(=O)C1COc2ccccc2O1. RXN SMILES: [CH2:14]([CH:15]=[CH2:16])[NH2:17].[CH3:18][CH2:19][OH:20].[O:1]1[CH:2]([C:11](=[O:12])[OH:13])[CH2:3][O:4][c:5]2[c:6]1[cH:7][cH:8][cH:9][cH:10]2>>[O:1]1[CH:2]([C:11](=[O:13])[NH:17][CH2:14][CH:15]=[CH2:16])[CH2:3][O:4][c:5]2[c:6]1[cH:7][cH:8][cH:9][cH:10]2. Starting materials: C1(=O)OC(C2=CC=CC=C12)CC(=O)O (Phthalide-3-acetic acid), CO (methanol). Run in Cl (hydrochloric acid). The product is C1(=O)OC(C2=CC=CC=C12)CC(=O)OC (Methyl Phthalide-3-acetate). RXN SMILES: [C:1]1([C:10]2[C:5](=[CH:6][CH:7]=[CH:8][CH:9]=2)[CH:4]([CH2:11][C:12]([OH:14])=[O:13])[O:3]1)=[O:2].[CH3:15]O>Cl>[C:1]1([C:10]2[C:5](=[CH:6][CH:7]=[CH:8][CH:9]=2)[CH:4]([CH2:11][C:12]([O:14][CH3:15])=[O:13])[O:3]1)=[O:2]. Reported procedure: Phthalide-3-acetic acid (XCI, 9.6 g, 50 mmol) is dissolved in methanol (50 ml) saturated with anhydrous hydrochloric acid and the mixture is cooled to 0-5° for 18 hr. The solvent is concentrated under reduced pressure, treated with sodium bicarbonate, and extracted with methylene chloride (800 ml). The organic phase is washed with saturated aqueous sodium bicarbonate, saline, dried over magnesium sulfate, filtered and concentrated to give the title compound, mp 62-63°; NMR (CDCl3, TMS) 7.94-7.50... The reactants are S(=O)(=O)(C1=CC=C(C)C=C1)Cl (TsCl), [H-].[Na+] (NaH), oil, ClC1=CC=C2C=CNC2=C1 (6-Chloroindole). The solvent is C1CCOC1 (THF). Run at time 1 hour. Yields the product Intermediate 147.3, ClC1=CC=C2C=CN(C2=C1)S(=O)(=O)C1=CC=C(C=C1)C (6-Chloro-1-(toluene-4-sulfonyl)-1H-indole). RXN SMILES: [H-].[Na+].[Cl:3][C:4]1[CH:12]=[C:11]2[C:7]([CH:8]=[CH:9][NH:10]2)=[CH:6][CH:5]=1.[S:13](Cl)([C:16]1[CH:22]=[CH:21][C:19]([CH3:20])=[CH:18][CH:17]=1)(=[O:15])=[O:14]>C1COCC1>[Cl:3][C:4]1[CH:12]=[C:11]2[C:7]([CH:8]=[CH:9][N:10]2[S:13]([C:16]2[CH:22]=[CH:21][C:19]([CH3:20])=[CH:18][CH:17]=2)(=[O:15])=[O:14])=[CH:6][CH:5]=1 |f:0.1|. Procedure details: Intermediate 147.3 is prepared in analogy to a published literature procedure (J. Med. Chem. 2006, 49, 3101-3115). 55% of NaH in mineral oil (881 mg, 20.2 mmol) is added to a solution of 6-Chloroindole (3.0 g, 19.8 mmol) in THF (28 mL) at 0° C. After 1 h, TsCl (3.85 g, 20.2 mmol) is added, and the reaction mixture is stirred at RT. After completion, the reaction mixture is quenched by saturated aqueous NaHCO3 and diluted with Et2O. The organic layer is dried over Na2SO4 and evaporated in vacuo t... Starting materials: Bis(dibenzylidineacetone)palladium, (2′-dicyclohexyl phosphanyl-biphenyl-2-yl)-dimethylamine, CC(C)([O-])C.[K+] (Potassium tert-butoxide), Cl.FC1=CC=C2CCNCC2=C1 (7-fluoro-1,2,3,4-tetrahydroisoquinoline hydrochloride salt), BrC1=CC(=C(C(=C1)C)NC(CC(C)(C)C)=O)Cl (N-(4-bromo-2-chloro-6-methylphenyl)-3,3-dimethylbutanamide). Run in C1(=CC=CC=C1)C (toluene). Run at time 15 minute. Yields the product ClC1=C(C(=CC(=C1)N1CC2=CC(=CC=C2CC1)F)C)NC(CC(C)(C)C)=O (N-[2-Chloro-4-(7-fluoro-3,4-dihydro-1H-isoquinolin-2-yl)-6-methylphenyl]-3,3-dimethylbutanamide). Reaction SMILES: CC(C)([O-])C.[K+].Cl.[F:8][C:9]1[CH:18]=[C:17]2[C:12]([CH2:13][CH2:14][NH:15][CH2:16]2)=[CH:11][CH:10]=1.Br[C:20]1[CH:25]=[C:24]([CH3:26])[C:23]([NH:27][C:28](=[O:34])[CH2:29][C:30]([CH3:33])([CH3:32])[CH3:31])=[C:22]([Cl:35])[CH:21]=1>C1(C)C=CC=CC=1>[Cl:35][C:22]1[CH:21]=[C:20]([N:15]2[CH2:14][CH2:13][C:12]3[C:17](=[CH:18][C:9]([F:8])=[CH:10][CH:11]=3)[CH2:16]2)[CH:25]=[C:24]([CH3:26])[C:23]=1[NH:27][C:28](=[O:34])[CH2:29][C:30]([CH3:32])([CH3:31])[CH3:33] |f:0.1,2.3|. Reported procedure: Bis(dibenzylidineacetone)palladium (2 mg, 0.0035 mmol) and (2′-dicyclohexyl phosphanyl-biphenyl-2-yl)-dimethylamine (3.3 mg, 0.0084 mmol) were added to dry toluene (10 mL purged with argon) and stirred for 15 minutes under argon. Potassium tert-butoxide (197 mg, 1.75 mmol), 7-fluoro-1,2,3,4-tetrahydroisoquinoline hydrochloride salt (121 mg, 0.65 mmol) and N-(4-bromo-2-chloro-6-methylphenyl)-3,3-dimethylbutanamide (200 mg, 0.63 mmol) were then added and the reaction mixture was stirred at 90° C. ... Starting materials: N1CCCCC1 (piperidine), BrC=1C=C2C3=CC=CC=C3S(NC2=C2N=CC=CC12)(=O)=O (12-bromo-5H-6-thia-4,5-diaza-chrysene 6,6-dioxide), CC(C)C1=CC(=C(C(=C1)C(C)C)C2=C(C=CC=C2)P(C3CCCCC3)C4CCCCC4)C(C)C (X-Phos), CC(C)(C)[O-].[Na+] (NaOtBu). The reagents and catalysts are C=1C=CC(=CC1)/C=C/C(=O)/C=C/C2=CC=CC=C2.C=1C=CC(=CC1)/C=C/C(=O)/C=C/C2=CC=CC=C2.C=1C=CC(=CC1)/C=C/C(=O)/C=C/C2=CC=CC=C2.[Pd].[Pd] (Pd2(dba)3). Run in C1(=CC=CC=C1)C (toluene). The product is N1(CCCCC1)C=1C=C2C3=CC=CC=C3S(NC2=C2N=CC=CC12)(=O)=O (12-Piperidin-1-yl-5H-6-thia-4,5-diaza-chrysene 6,6-dioxide). The yield is 18.6%. RXN SMILES: [NH:1]1[CH2:6][CH2:5][CH2:4][CH2:3][CH2:2]1.CC(C1C=C(C(C)C)C(C2C=CC=CC=2P(C2CCCCC2)C2CCCCC2)=C(C(C)C)C=1)C.CC([O-])(C)C.[Na+].Br[C:48]1[CH:49]=[C:50]2[C:59](=[C:60]3[C:65]=1[CH:64]=[CH:63][CH:62]=[N:61]3)[NH:58][S:57](=[O:67])(=[O:66])[C:56]1[C:51]2=[CH:52][CH:53]=[CH:54][CH:55]=1>C1C=CC(/C=C/C(/C=C/C2C=CC=CC=2)=O)=CC=1.C1C=CC(/C=C/C(/C=C/C2C=CC=CC=2)=O)=CC=1.C1C=CC(/C=C/C(/C=C/C2C=CC=CC=2)=O)=CC=1.[Pd].[Pd].C1(C)C=CC=CC=1>[N:1]1([C:48]2[CH:49]=[C:50]3[C:59](=[C:60]4[C:65]=2[CH:64]=[CH:63][CH:62]=[N:61]4)[NH:58][S:57](=[O:67])(=[O:66])[C:56]2[C:51]3=[CH:52][CH:53]=[CH:54][CH:55]=2)[CH2:6][CH2:5][CH2:4][CH2:3][CH2:2]1 |f:2.3,5.6.7.8.9|. Procedure details: In a similar fashion using route 58 general procedure 126, piperidine (41 μl, 0.42 mmol), Pd2(dba)3 (3 mg, 3 μmol), X-Phos (7 mg, 14 μmol), NaOtBu (67 mg, 0.69 mmol), 12-bromo-5H-6-thia-4,5-diaza-chrysene 6,6-dioxide 545 (100 mg, 0.28 mmol) and toluene (2 ml) gave the title compound (19 mg, 19%) after purification by preparative HPLC (acidic conditions 1). Reactants: CN(C=1SC2=C(C1C(=O)C1=CC=C(C=C1)OCCN1CCCCC1)C=CC(=C2)OC)C ([2-dimethylamino-6-methoxybenzothien-3-yl][4-[2-(1-piperidinyl)ethoxy]phenyl]-methanone), solution, COC=1C=C(C=CC1OC)[Mg]Br (3,4-dimethoxyphenylmagnesium bromide). Run in C1CCOC1 (THF). Product: COC=1C=C(C=CC1OC)C1=C(C2=C(S1)C=C(C=C2)OC)C(=O)C2=CC=C(C=C2)OCCN2CCCCC2 ([2-(3,4-Dimethoxyphenyl)-6-methoxybenzo[b]thien-3-yl][4-[2-(1-piperidinyl)ethoxy]phenyl]methanone). The yield is 66.2%. As a reaction SMILES: CN(C)[C:3]1[S:4][C:5]2[CH:28]=[C:27]([O:29][CH3:30])[CH:26]=[CH:25][C:6]=2[C:7]=1[C:8]([C:10]1[CH:15]=[CH:14][C:13]([O:16][CH2:17][CH2:18][N:19]2[CH2:24][CH2:23][CH2:22][CH2:21][CH2:20]2)=[CH:12][CH:11]=1)=[O:9].[CH3:32][O:33][C:34]1[CH:35]=[C:36]([Mg]Br)[CH:37]=[CH:38][C:39]=1[O:40][CH3:41]>C1COCC1>[CH3:32][O:33][C:34]1[CH:35]=[C:36]([C:3]2[S:4][C:5]3[CH:28]=[C:27]([O:29][CH3:30])[CH:26]=[CH:25][C:6]=3[C:7]=2[C:8]([C:10]2[CH:15]=[CH:14][C:13]([O:16][CH2:17][CH2:18][N:19]3[CH2:20][CH2:21][CH2:22][CH2:23][CH2:24]3)=[CH:12][CH:11]=2)=[O:9])[CH:37]=[CH:38][C:39]=1[O:40][CH3:41]. Procedure: By the method described in Example 1, [2-dimethylamino-6-methoxybenzothien-3-yl][4-[2-(1-piperidinyl)ethoxy]phenyl]-methanone (1.64 g, 3.75 mmol) in THF (15 mL) was treated with a 0.63 M solution of 3,4-dimethoxyphenylmagnesium bromide (12.0 mL, 7.56 mmol) (prepared from 4-bromoveratrole, catalytic iodine, and magnesium turnings in THF). Purification by chromatography (silica gel, 5-10% MeOH in CH2Cl2) gave 1.32 g (66%) of the title compound as a yellow foam: 1H NMR d 1.45 (m, 2H), 1.61 (m, 4H),... Reactants: C(CCCN=C=O)CCN=C=O (HMDI), C1(CCCCC1)N=C=O (cyclohexyl isocyanate). Reagents/catalysts: carbodiimidization catalyst. Yields the product N=C=N (carbodiimide), C(CCCN=C=O)CCN=C=O (HMDI), C1(CCCCC1)N=C=O (CHI). Reaction SMILES: [CH2:1]([CH2:8][CH2:9][N:10]=[C:11]=[O:12])[CH2:2][CH2:3][CH2:4][N:5]=[C:6]=[O:7].[CH:13]1([N:19]=[C:20]=[O:21])[CH2:18][CH2:17][CH2:16][CH2:15][CH2:14]1>>[NH:19]=[C:11]=[NH:10].[CH2:1]([CH2:8][CH2:9][N:10]=[C:11]=[O:12])[CH2:2][CH2:3][CH2:4][N:5]=[C:6]=[O:7].[CH:13]1([N:19]=[C:20]=[O:21])[CH2:18][CH2:17][CH2:16][CH2:15][CH2:14]1. Reported procedure: To a mixture of 236 g of HMDI with 25.0 g of cyclohexyl isocyanate (referred to hereinafter as CHI) was added 2.60 g of the carbodiimidization catalyst, and they were subjected to a reaction at 185° C. for 19 hours while nitrogen was bubbled thereinto, to obtain a carbodiimide resulting from HMDI and CHI (degree of polymerization=10).